Dataset: the Open Reaction Database (ORD), a public repository of structured organic reaction records. Task: describe an organic reaction: reactants, conditions, products, and yield The reactants are [Cl-].[NH4+] (ammonium chloride), C[Li] (Methyl lithium), CCOCC (ether), C(C)(C)(C)OC(=O)N1[C@@H](CCC1=O)C(=O)OCC1=CC=CC=C1 (Benzyl N-tert-butoxycarbonyl-(2S)-pyroglutamate). The solvent is C1CCOC1 (THF). The product is C(C)(C)(C)OC(=O)N[C@H](C(=O)OCC1=CC=CC=C1)CCC(C)=O (benzyl (2S)-N-tert-butoxycarbonylamino-5-oxohexanoate). The yield is 39.0%. As a reaction SMILES: [C:1]([O:5][C:6]([N:8]1[C:12](=[O:13])[CH2:11][CH2:10][C@H:9]1[C:14]([O:16][CH2:17][C:18]1[CH:23]=[CH:22][CH:21]=[CH:20][CH:19]=1)=[O:15])=[O:7])([CH3:4])([CH3:3])[CH3:2].C[Li].[CH3:26]COCC.[Cl-].[NH4+]>C1COCC1>[C:1]([O:5][C:6]([NH:8][C@@H:9]([CH2:10][CH2:11][C:12](=[O:13])[CH3:26])[C:14]([O:16][CH2:17][C:18]1[CH:23]=[CH:22][CH:21]=[CH:20][CH:19]=1)=[O:15])=[O:7])([CH3:4])([CH3:3])[CH3:2] |f:3.4|. Reported procedure: Benzyl N-tert-butoxycarbonyl-(2S)-pyroglutamate (20.5 g, 64.2 mmol) was dissolved in THF (500 ml). Methyl lithium (a 1.04M ether solution, 61.7 ml, 64.2 mmol) was added dropwise at −78° C. The temperature of the reaction mixture was caused to rise back gradually to room temperature under stirring, and the resulting mixture was stirred for 18 hours. A saturated aqueous solution of ammonium chloride was added and the resulting mixture was concentrated under reduced pressure. The concentrate was ex... Starting materials: CCc1cc(C(F)(F)F)cc(OC)c1C(=O)O, NC1CCCC1N1CCCC1. The product is CCc1cc(C(F)(F)F)cc(OC)c1C(=O)NC1CCCC1N1CCCC1. Reaction SMILES: [CH2:12]([CH3:13])[c:14]1[c:15]([C:16](=[O:17])[OH:18])[c:19]([O:27][CH3:28])[cH:20][c:21]([C:23]([F:24])([F:25])[F:26])[cH:22]1.[N:1]1([CH:6]2[CH:7]([NH2:11])[CH2:8][CH2:9][CH2:10]2)[CH2:2][CH2:3][CH2:4][CH2:5]1>>[N:1]1([CH:6]2[CH:7]([NH:11][C:16]([c:15]3[c:14]([CH2:12][CH3:13])[cH:22][c:21]([C:23]([F:24])([F:25])[F:26])[cH:20][c:19]3[O:27][CH3:28])=[O:17])[CH2:8][CH2:9][CH2:10]2)[CH2:2][CH2:3][CH2:4][CH2:5]1. Reactants: CN1CCN(CC1)C1=CC=C(C=C1)C=1C=CC2=C(C=C(CCO2)C(=O)O)C1 (7-(4-(4-methylpiperazin-1-yl)-phenyl)-2,3-dihydro-1-benzoxepine-4-carboxylic acid), CN(C1CCOCC1)CC1=CC=C(N)C=C1 (4-(N-methyl-N-(tetrahydropyran-4-yl)amino-methyl)aniline), ON1N=NC2=C1C=CC=C2 (1-hydroxybenzotriazole), Cl.C(C)N=C=NCCCN(C)C (1-ethyl-3-(3-dimethylaminopropyl)carbodiimide hydro-chloride). Reagents/catalysts: CN(C1=CC=NC=C1)C (4-dimethylaminopyridine). The solvent is CN(C=O)C (dimethylformamide), C(C)N(CC)CC (triethylamine). Reaction conditions: time 8 hour. Yields the product CN1CCN(CC1)C1=CC=C(C=C1)C=1C=CC2=C(C=C(CCO2)C(=O)NC2=CC=C(C=C2)CN(C)C2CCOCC2)C1 (7-(4-(4-methylpiperazin-1-yl)-phenyl)-N-(4-((N-tetrahydro-pyran-4-yl-N-methylamino)methyl)-phenyl)-2,3-dihydro-1-benzoxepine-4-carboxamide). The yield is 80.4%. As a reaction SMILES: [CH3:1][N:2]1[CH2:7][CH2:6][N:5]([C:8]2[CH:13]=[CH:12][C:11]([C:14]3[CH:15]=[CH:16][C:17]4[O:23][CH2:22][CH2:21][C:20]([C:24](O)=[O:25])=[CH:19][C:18]=4[CH:27]=3)=[CH:10][CH:9]=2)[CH2:4][CH2:3]1.[CH3:28][N:29]([CH2:36][C:37]1[CH:43]=[CH:42][C:40]([NH2:41])=[CH:39][CH:38]=1)[CH:30]1[CH2:35][CH2:34][O:33][CH2:32][CH2:31]1.ON1C2C=CC=CC=2N=N1.Cl.C(N=C=NCCCN(C)C)C>CN(C)C=O.CN(C)C1C=CN=CC=1.C(N(CC)CC)C>[CH3:1][N:2]1[CH2:3][CH2:4][N:5]([C:8]2[CH:9]=[CH:10][C:11]([C:14]3[CH:15]=[CH:16][C:17]4[O:23][CH2:22][CH2:21][C:20]([C:24]([NH:41][C:40]5[CH:39]=[CH:38][C:37]([CH2:36][N:29]([CH:30]6[CH2:35][CH2:34][O:33][CH2:32][CH2:31]6)[CH3:28])=[CH:43][CH:42]=5)=[O:25])=[CH:19][C:18]=4[CH:27]=3)=[CH:12][CH:13]=2)[CH2:6][CH2:7]1 |f:3.4|. Procedure details: To a solution of 7-(4-(4-methylpiperazin-1-yl)-phenyl)-2,3-dihydro-1-benzoxepine-4-carboxylic acid (0.12g), 4-(N-methyl-N-(tetrahydropyran-4-yl)amino-methyl)aniline (0.08g) and 1-hydroxybenzotriazole (0.05g) in dimethylformamide (15ml) was added 1-ethyl-3-(3-dimethylaminopropyl)carbodiimide hydro-chloride (0.1g), under ice-cooling. Under nitrogen atmosphere, the mixture was cooled to room temperature. To the mixture were added 4-dimethylaminopyridine (catalytic amount) and triethylamine (0.14ml)... As a reaction SMILES: [F:1][C:2]1[CH:11]=[C:10]([C:12]2[C:13]([CH3:42])([CH3:41])[C@H:14]3[C@:27]([CH3:30])([CH2:28][CH:29]=2)[C@@H:26]2[C@:17]([CH3:40])([C@@:18]4([CH3:39])[C@H:23]([CH2:24][CH2:25]2)[C@H:22]2[C@H:31]([C:34]([CH3:36])=[CH2:35])[CH2:32][CH2:33][C@:21]2([CH:37]=O)[CH2:20][CH2:19]4)[CH2:16][CH2:15]3)[CH:9]=[CH:8][C:3]=1[C:4]([O:6]C)=[O:5].C(O)(=O)C(O)=O.[NH2:49][CH2:50][CH2:51][N:52]1[CH2:56][CH2:55][CH2:54][C:53]1=[O:57]>>[F:1][C:2]1[CH:11]=[C:10]([C:12]2[C:13]([CH3:42])([CH3:41])[C@H:14]3[C@:27]([CH3:30])([CH2:28][CH:29]=2)[C@@H:26]2[C@:17]([CH3:40])([C@@:18]4([CH3:39])[C@H:23]([CH2:24][CH2:25]2)[C@H:22]2[C@H:31]([C:34]([CH3:36])=[CH2:35])[CH2:32][CH2:33][C@:21]2([CH2:37][NH:49][CH2:50][CH2:51][N:52]2[CH2:56][CH2:55][CH2:54][C:53]2=[O:57])[CH2:20][CH2:19]4)[CH2:16][CH2:15]3)[CH:9]=[CH:8][C:3]=1[C:4]([OH:6])=[O:5] |f:1.2|. Reported procedure: The title compound was prepared in 60% yield following steps 5 and 6, using methyl 2-fluoro-4-((1R,3aS,5aR,5bR,7aR,11aS,11bR,13aR,13bR)-3a-formyl-5a,5b,8,8,11a-pentamethyl-1-(prop-1-en-2-yl)-2,3,3a,4,5,5a,5b,6,7,7a,8,11,11a,11b,12,13,13a,13b-octadecahydro-1H-cyclopenta[a]chrysen-9-yl)benzoate and 1-(2-aminoethyl)pyrrolidin-2-one oxalate as the reactant amine MS: m/e 673.6 (MH+), 1.72 min (method 2). 1H NMR (400 MHz, MeOD) δ ppm 0.96 (s, 3H) 0.98 (s, 3H) 1.02 (s, 3H) 1.08 (s, 3H) 1.17 (s, 3H) 1.7... Yields the product FC1=C(C(=O)O)C=CC(=C1)C=1C([C@@H]2CC[C@]3([C@@]4(CC[C@@]5([C@@H]([C@H]4CC[C@@H]3[C@]2(CC1)C)[C@@H](CC5)C(=C)C)CNCCN5C(CCC5)=O)C)C)(C)C (2-fluoro-4-((1R,3aS,5aR,5bR,7aR,11aS,11bR,13aR,13bR)-5a,5b,8,8,11a-pentamethyl-3a-((2-(2-oxopyrrolidin-1-yl)ethylamino)methyl)-1-(prop-1-en-2-yl)-2,3,3a,4,5,5a,5b,6,7,7a,8,11,11a,11b,12,13,13a,13b-octadecahydro-1H-cyclopenta[a]chrysen-9-yl)benzoic acid). Isolated yield 60.0%. Starting materials: FC1=C(C(=O)OC)C=CC(=C1)C=1C([C@@H]2CC[C@]3([C@@]4(CC[C@@]5([C@@H]([C@H]4CC[C@@H]3[C@]2(CC1)C)[C@@H](CC5)C(=C)C)C=O)C)C)(C)C (methyl 2-fluoro-4-((1R,3aS,5aR,5bR,7aR,11aS,11bR,13aR,13bR)-3a-formyl-5a,5b,8,8,11a-pentamethyl-1-(prop-1-en-2-yl)-2,3,3a,4,5,5a,5b,6,7,7a,8,11,11a,11b,12,13,13a,13b-octadecahydro-1H-cyclopenta[a]chrysen-9-yl)benzoate), C(C(=O)O)(=O)O.NCCN1C(CCC1)=O (1-(2-aminoethyl)pyrrolidin-2-one oxalate), amine. The reactants are Cl.CC1=C(C=C(C=C1)C)N1CCN(CC1)C(=O)[C@H]1CNCC[C@H]1C1=CC=CC=C1 ([4-(2,5-dimethyl-phenyl)-piperazin-1-yl]-((3R,4R)-4-phenyl-piperidin-3-yl)-methanone hydrochloride), ClC=1C=C(C=CC1)S(=O)(=O)Cl (3-chlorobenzene-sulfonyl chloride), C=O (methanone). Product: ClC=1C=C(C=CC1)S(=O)(=O)N1C[C@@H]([C@@H](CC1)C1=CC=CC=C1)C(=O)N1CCN(CC1)C1=C(C=CC(=C1)C)C ([(3R,4R)-1-(3-Chloro-benzenesulfonyl)-4-phenyl-piperidin-3-yl]-[4-(2,5-dimethyl-phenyl)-piperazin-1-yl]-methanone). As a reaction SMILES: Cl.[CH3:2][C:3]1[CH:8]=[CH:7][C:6]([CH3:9])=[CH:5][C:4]=1[N:10]1[CH2:15][CH2:14][N:13]([C:16]([C@@H:18]2[C@H:23]([C:24]3[CH:29]=[CH:28][CH:27]=[CH:26][CH:25]=3)[CH2:22][CH2:21][NH:20][CH2:19]2)=[O:17])[CH2:12][CH2:11]1.[Cl:30][C:31]1[CH:32]=[C:33]([S:37](Cl)(=[O:39])=[O:38])[CH:34]=[CH:35][CH:36]=1.C=O>>[Cl:30][C:31]1[CH:32]=[C:33]([S:37]([N:20]2[CH2:21][CH2:22][C@@H:23]([C:24]3[CH:29]=[CH:28][CH:27]=[CH:26][CH:25]=3)[C@@H:18]([C:16]([N:13]3[CH2:12][CH2:11][N:10]([C:4]4[CH:5]=[C:6]([CH3:9])[CH:7]=[CH:8][C:3]=4[CH3:2])[CH2:15][CH2:14]3)=[O:17])[CH2:19]2)(=[O:39])=[O:38])[CH:34]=[CH:35][CH:36]=1 |f:0.1|. Procedure details: In analogy to example 1, step 3, from [4-(2,5-dimethyl-phenyl)-piperazin-1-yl]-((3R,4R)-4-phenyl-piperidin-3-yl)-methanone hydrochloride and 3-chlorobenzene-sulfonyl chloride was prepared [(3R,4R)-1-(3-chloro-benzenesulfonyl)-4-phenyl-piperidin-3-yl]-[4-dimethyl-phenyl)-piperazin-1-yl]-methanone as a white foam, MS: 552.2 ([M+H, 1Cl])+. Starting materials: C(C)(C)(C)OC(=O)N1C[C@H]([C@@H]([C@H](C1)OCC1=CC2=CC=CC=C2C(=C1)OC)C1=CC=C(C=C1)OCCCOCC1=C(C=CC=C1)OC)OC[C@@H](COC)O ((3S,4R,5R)-3-[(2R)-2-hydroxy-3-methoxy-propoxy]-4-[4-[3-(2-methoxy-benzyloxy)-propoxy]-phenyl]5-(4-methoxy-naphthalen-2-ylmethoxy)-piperidine-1-carboxylic acid tert-butyl ester), Cl (hydrochloric acid), ice. The solvent is CO (methanol), CO (methanol). Product: COC[C@H](CO[C@@H]1CNC[C@@H]([C@H]1C1=CC=C(C=C1)OCCCOCC1=C(C=CC=C1)OC)OCC1=CC2=CC=CC=C2C(=C1)OC)O ((R)-1-methoxy-3-[(3S,4R,5R)-4-[4-[3-(2-methoxy-benzyloxy)-propoxy]-phenyl]-5-(4-methoxy-naphthalen-2-ylmethoxy)-piperidin-3-yloxy]-propan-2-ol). Reaction SMILES: C(OC([N:8]1[CH2:13][C@H:12]([O:14][CH2:15][C:16]2[CH:25]=[C:24]([O:26][CH3:27])[C:23]3[C:18](=[CH:19][CH:20]=[CH:21][CH:22]=3)[CH:17]=2)[C@@H:11]([C:28]2[CH:33]=[CH:32][C:31]([O:34][CH2:35][CH2:36][CH2:37][O:38][CH2:39][C:40]3[CH:45]=[CH:44][CH:43]=[CH:42][C:41]=3[O:46][CH3:47])=[CH:30][CH:29]=2)[C@H:10]([O:48][CH2:49][C@H:50]([OH:54])[CH2:51][O:52][CH3:53])[CH2:9]1)=O)(C)(C)C.Cl>CO>[CH3:53][O:52][CH2:51][C@@H:50]([OH:54])[CH2:49][O:48][C@H:10]1[C@H:11]([C:28]2[CH:33]=[CH:32][C:31]([O:34][CH2:35][CH2:36][CH2:37][O:38][CH2:39][C:40]3[CH:45]=[CH:44][CH:43]=[CH:42][C:41]=3[O:46][CH3:47])=[CH:30][CH:29]=2)[C@@H:12]([O:14][CH2:15][C:16]2[CH:25]=[C:24]([O:26][CH3:27])[C:23]3[C:18](=[CH:19][CH:20]=[CH:21][CH:22]=3)[CH:17]=2)[CH2:13][NH:8][CH2:9]1. Procedure: 15.3 g (20.5 mmol) of (3S,4R,5R)-3-[(2R)-2-hydroxy-3-methoxy-propoxy]-4-[4-[3-(2-methoxy-benzyloxy)-propoxy]-phenyl]5-(4-methoxy-naphthalen-2-ylmethoxy)-piperidine-1-carboxylic acid tert-butyl ester were dissolved in 70 ml of abs. methanol at 0° C., then 118 ml (236 mmol) of hydrochloric acid in methanol (2.0 molar) were added dropwise at 5° C. max. and thereafter the mixture was warmed to room temperature. After 22 hours the reaction mixture was poured into ice-cold sodium hydrogen carbon ate s... Reaction conditions: temperature 120 celsius, time 18 hour. The product is IC1=CC(=C(S1)C)CC1=CC=C(C=C1)OC (5-iodo-3-(4-methoxybenzyl)-2-methylthiophene). Procedure details: To a solution of bromide 13 (906 mg, 2.80 mmol) in 1.4-dioxane (10 mL) were added NaI (841 mg, 5.61 mmol), CuI (54 mg, 0.28 mmol) and N1,N2-dimethylethane-1,2-diamine (0.06 mL, 0.56 mmol) at room temperature. The reaction mixture was evacuated and backfilled with nitrogen. The mixture was stirred 120° C. for 18 hours. The mixture was cooled to room temperature and filtered off through celite. The filtrate was extracted with EtOAc/H2O (50 mL/50 mL). The organic layer was dried over MgSO4, filtere... Solvent: O1CCOCC1 (1.4-dioxane). The reactants are C(C=C)OC1=CC=C(CC2=C(SC(=C2)Br)C)C=C1 (3-(4-(allyloxy)benzyl)-5-bromo-2-methylthiophene), [Na+].[I-] (NaI), CNCCNC (N1,N2-dimethylethane-1,2-diamine). Reagents/catalysts: [Cu]I (CuI). RXN SMILES: [CH2:1]([O:4][C:5]1[CH:18]=[CH:17][C:8]([CH2:9][C:10]2[CH:14]=[C:13](Br)[S:12][C:11]=2[CH3:16])=[CH:7][CH:6]=1)C=C.[Na+].[I-:20].CNCCNC>O1CCOCC1.[Cu]I>[I:20][C:13]1[S:12][C:11]([CH3:16])=[C:10]([CH2:9][C:8]2[CH:17]=[CH:18][C:5]([O:4][CH3:1])=[CH:6][CH:7]=2)[CH:14]=1 |f:1.2|. As a reaction SMILES: [ClH:2].[NH3:26].[O:27]1[CH2:28][CH2:29][CH2:30][CH2:31]1.[OH2:1].[OH:3][C:4]1([c:20]2[cH:21][cH:22][cH:23][cH:24][cH:25]2)[C:5]([CH3:19])=[C:6]([c:9]2[cH:10][cH:11][cH:12][c:13]3[cH:14][cH:15][cH:16][n:17][c:18]23)[CH2:7][CH2:8]1>>[C:4]1([c:20]2[cH:21][cH:22][cH:23][cH:24][cH:25]2)=[CH:8][CH2:7][C:6]([c:9]2[cH:10][cH:11][cH:12][c:13]3[cH:14][cH:15][cH:16][n:17][c:18]23)=[C:5]1[CH3:19]. The reactants are Cl, N, C1CCOC1, O, CC1=C(c2cccc3cccnc23)CCC1(O)c1ccccc1. The product is CC1=C(c2cccc3cccnc23)CC=C1c1ccccc1. The reactants are ClCCl, NCCCCCOc1cccc([N+](=O)[O-])c1, S=C=Nc1cccc2ccccc12. The product is O=[N+]([O-])c1cccc(OCCCCCNC(=S)Nc2cccc3ccccc23)c1. RXN SMILES: [Cl:30][CH2:31][Cl:32].[N+:1](=[O:2])([O-:3])[c:4]1[cH:5][c:6]([O:7][CH2:8][CH2:9][CH2:10][CH2:11][CH2:12][NH2:13])[cH:14][cH:15][cH:16]1.[S:17]=[C:18]=[N:19][c:20]1[cH:21][cH:22][cH:23][c:24]2[cH:25][cH:26][cH:27][cH:28][c:29]12>>[N+:1](=[O:2])([O-:3])[c:4]1[cH:5][c:6]([O:7][CH2:8][CH2:9][CH2:10][CH2:11][CH2:12][NH:13][C:18](=[S:17])[NH:19][c:20]2[cH:21][cH:22][cH:23][c:24]3[cH:25][cH:26][cH:27][cH:28][c:29]23)[cH:14][cH:15][cH:16]1.